This data is from the Open Reaction Database (ORD), a public repository of structured organic reaction records. The task is: describe an organic reaction: reactants, conditions, products, and yield Run in C(Cl)(Cl)Cl (chloroform). Conditions: time 1.5 hour. Reaction SMILES: S(Cl)([Cl:3])=O.[C:5]([C:8]1[C:12]([CH3:13])=[CH:11][N:10]([C:14]2[CH:23]=[CH:22][CH:21]=[C:20]3[C:15]=2[CH:16]=[CH:17][CH:18]=[N:19]3)[CH:9]=1)(O)=[O:6]>C(Cl)(Cl)Cl>[ClH:3].[Cl:3][C:5]([C:8]1[C:12]([CH3:13])=[CH:11][N:10]([C:14]2[CH:23]=[CH:22][CH:21]=[C:20]3[C:15]=2[CH:16]=[CH:17][CH:18]=[N:19]3)[CH:9]=1)=[O:6] |f:3.4|. The product is Cl.ClC(=O)C1=CN(C=C1C)C1=C2C=CC=NC2=CC=C1 (3-chlorocarbonyl-4-methyl-1-(quinolin-5-yl)-1H-pyrrole hydrochloride). Reported procedure: 8 mL (110 mmol) of sulphinyl chloride are added to 0.47 g (1.86 mmol) of 3-carboxy-4-methyl-1-(quinolin-5-yl)-1H-pyrrole dissolved in 25 mL of chloroform at a temperature in the region of 20° C. under an argon atmosphere. After stirring for 1.5 hours at the reflux temperature of the solvent, the reaction mixture is concentrated to dryness under reduced pressure (2.7 kPa). The residue is dissolved in 25 mL of chloroform and then concentrated to dryness again, giving 0.58 g (1.86 mmol) of 3-chloro... Yield: 100.0%. Reactants: S(=O)(Cl)Cl (sulphinyl chloride), C(=O)(O)C1=CN(C=C1C)C1=C2C=CC=NC2=CC=C1 (3-carboxy-4-methyl-1-(quinolin-5-yl)-1H-pyrrole). Starting materials: C(C(=O)C)C1CN(CC(C1=O)C)CC1=CC=CC=C1 (3-acetonyl-1-benzyl 5-methyl-4-piperidone), COC1=CC=C(CN)C=C1 (p-methoxybenzylamine). Yields the product C(C1=CC=CC=C1)N1CC2=C(C(C1)C)N(C(=C2)C)CC2=CC=C(C=C2)OC (5-Benzyl-1-(p-methoxybenzyl)-4,5,6,7-tetrahydro-2,7-dimethyl-1H-pyrrolo[3,2-c]pyridine). As a reaction SMILES: [CH2:1]([CH:5]1[C:10](=O)[CH:9]([CH3:12])[CH2:8][N:7]([CH2:13][C:14]2[CH:19]=[CH:18][CH:17]=[CH:16][CH:15]=2)[CH2:6]1)[C:2]([CH3:4])=O.[CH3:20][O:21][C:22]1[CH:29]=[CH:28][C:25]([CH2:26][NH2:27])=[CH:24][CH:23]=1>>[CH2:13]([N:7]1[CH2:8][CH:9]([CH3:12])[C:10]2[N:27]([CH2:26][C:25]3[CH:28]=[CH:29][C:22]([O:21][CH3:20])=[CH:23][CH:24]=3)[C:2]([CH3:4])=[CH:1][C:5]=2[CH2:6]1)[C:14]1[CH:19]=[CH:18][CH:17]=[CH:16][CH:15]=1. Procedure details: Using a procedure analogous to Example 3, 3-acetonyl-1-benzyl 5-methyl-4-piperidone may be reacted with p-methoxybenzylamine to give thetitle compound.